From a dataset of the Open Reaction Database (ORD), a public repository of structured organic reaction records. describe an organic reaction: reactants, conditions, products, and yield The reactants are C(C1=CC=CC=C1)N1CC=2N=CNC(C2CC1)=O (7-benzyl-5,6,7,8-tetrahydro-3H-pyrido[3,4-d]pyrimidin-4-one), C(C)N(C1=CC=CC=C1)CC (N,N-diethylaniline), O=P(Cl)(Cl)Cl (POCl3). Reaction conditions: temperature 80 celsius. Yields the product C(C1=CC=CC=C1)N1CC=2N=CN=C(C2CC1)Cl (7-benzyl-4-chloro-5,6,7,8-tetrahydro-pyrido[3,4-d]pyrimidine). Reaction SMILES: [CH2:1]([N:8]1[CH2:17][CH2:16][C:15]2[C:14](=O)[NH:13][CH:12]=[N:11][C:10]=2[CH2:9]1)[C:2]1[CH:7]=[CH:6][CH:5]=[CH:4][CH:3]=1.C(N(CC)C1C=CC=CC=1)C.O=P(Cl)(Cl)[Cl:32]>>[CH2:1]([N:8]1[CH2:17][CH2:16][C:15]2[C:14]([Cl:32])=[N:13][CH:12]=[N:11][C:10]=2[CH2:9]1)[C:2]1[CH:7]=[CH:6][CH:5]=[CH:4][CH:3]=1. Procedure details: To a mixture of 7-benzyl-5,6,7,8-tetrahydro-3H-pyrido[3,4-d]pyrimidin-4-one 3a (1.0 g, 4.14 mmol) and N,N-diethylaniline (0.37 g, 2.48 mmol) was slowly added POCl3 (12 mL). The mixture was heated to 80° C. for 20 h. After evaporation of the excess of POCl3, the residue was poured into ice, dichloromethane was added and the mixture was made basic (pH=11) with solid Na2CO3. The product was extracted with dichloromethane, dried, and concentrated. Flash column chromatography with 20% ethyl acetate:h... Solvent: ClCCl (dichloromethane). Product: C(CC)S(=O)(=O)C=1C=C(C=C(C1OCCS(=O)C1=CC=CC=C1)OC)[C@@H]1O[C@H](CC1)C1=CC(=C(C(=C1)OC)OC)OC (trans-2-[3-n-Propylsulfonyl-4-{2-(phenylsulfinyl)ethoxy}-5-methoxyphenyl]-5-(3,4,5-trimethoxyphenyl)tetrahydrofuran). Procedure: m-Chloroperbenzoic acid (50 mg, 1.1 eq) was added to a solution of trans-2-[3-propylsulfonyl-4-{2-(phenylthio)ethoxy}-5-methoxyphenyl]-5-(3,4,5-trimethoxyphenyl)tetrahydrofuran (300 mg) in dichloromethane (3 mL), and the mixture was stirred at room temperature for 1 h. The solid was filtered off and the filtrate was washed with 1N NaOH, dried, and concentrated to a residue. Purification by flash column chromatography (hexane-ethyl acetate 1:2) afforded the title compound. Reaction conditions: time 1 hour. Starting materials: ClC1=CC(=CC=C1)C(=O)OO (m-Chloroperbenzoic acid), C(CC)S(=O)(=O)C=1C=C(C=C(C1OCCSC1=CC=CC=C1)OC)[C@@H]1O[C@H](CC1)C1=CC(=C(C(=C1)OC)OC)OC (trans-2-[3-propylsulfonyl-4-{2-(phenylthio)ethoxy}-5-methoxyphenyl]-5-(3,4,5-trimethoxyphenyl)tetrahydrofuran). As a reaction SMILES: ClC1C=CC=C(C(OO)=[O:9])C=1.[CH2:12]([S:15]([C:18]1[CH:19]=[C:20]([C@H:36]2[CH2:40][CH2:39][C@H:38]([C:41]3[CH:46]=[C:45]([O:47][CH3:48])[C:44]([O:49][CH3:50])=[C:43]([O:51][CH3:52])[CH:42]=3)[O:37]2)[CH:21]=[C:22]([O:34][CH3:35])[C:23]=1[O:24][CH2:25][CH2:26][S:27][C:28]1[CH:33]=[CH:32][CH:31]=[CH:30][CH:29]=1)(=[O:17])=[O:16])[CH2:13][CH3:14]>ClCCl>[CH2:12]([S:15]([C:18]1[CH:19]=[C:20]([C@H:36]2[CH2:40][CH2:39][C@H:38]([C:41]3[CH:42]=[C:43]([O:51][CH3:52])[C:44]([O:49][CH3:50])=[C:45]([O:47][CH3:48])[CH:46]=3)[O:37]2)[CH:21]=[C:22]([O:34][CH3:35])[C:23]=1[O:24][CH2:25][CH2:26][S:27]([C:28]1[CH:29]=[CH:30][CH:31]=[CH:32][CH:33]=1)=[O:9])(=[O:16])=[O:17])[CH2:13][CH3:14].